From a dataset of the Open Reaction Database (ORD), a public repository of structured organic reaction records. describe an organic reaction: reactants, conditions, products, and yield Starting materials: BrC1=CC=C(OC2CCOCC2)C=C1 (4-(4-Bromo-phenoxy)-tetrahydropyran), C(CCC)[Li] (n-butyllithium), S(=O)(=O)(Cl)Cl (sulfuryl chloride). Solvent: O1CCCC1 (tetrahydrofuran), CCCCCC (hexane). Conditions: temperature -78 celsius, time 2 hour. Yields the product O1CCC(CC1)OC1=CC=C(C=C1)S(=O)(=O)Cl (4-(tetrahydropyran-4-yloxy)-benzenesulfonyl chloride). As a reaction SMILES: Br[C:2]1[CH:14]=[CH:13][C:5]([O:6][CH:7]2[CH2:12][CH2:11][O:10][CH2:9][CH2:8]2)=[CH:4][CH:3]=1.C([Li])CCC.[S:20](Cl)([Cl:23])(=[O:22])=[O:21]>O1CCCC1.CCCCCC>[O:10]1[CH2:11][CH2:12][CH:7]([O:6][C:5]2[CH:13]=[CH:14][C:2]([S:20]([Cl:23])(=[O:22])=[O:21])=[CH:3][CH:4]=2)[CH2:8][CH2:9]1. Procedure details: To a solution of 2.8 g of 4-(4-Bromo-phenoxy)-tetrahydropyran in 75 mL of dry tetrahydrofuran was added 7.5 mL of n-butyllithium (1.6 N in hexane) at −78° C. After stirring at −78° C. for 2 hours the reaction mixture was allowed to warm to −40° C. and a solution of 4.1 mL of sulfuryl chloride in 75 mL of dry hexane was added within 15 minutes. Stirring was continued for 1 hour at −30° C. and subsequently for another hour at 5° C. The mixture was poured on ice, extracted with diethyl ether and th... Starting materials: C1CCOC1, CO, Cl, CCOC(=O)c1c2c(c(OC)c(=O)n1C)C(=O)N(Cc1ccc(F)cc1)CC2, [Li+], [OH-], O. Product: COc1c2c(c(C(=O)O)n(C)c1=O)CCN(Cc1ccc(F)cc1)C2=O. Reaction SMILES: [CH2:35]1[O:36][CH2:37][CH2:38][CH2:39]1.[CH3:32][OH:33].[ClH:31].[F:1][c:2]1[cH:3][cH:4][c:5]([CH2:6][N:7]2[C:8](=[O:26])[c:9]3[c:10]([O:24][CH3:25])[c:11](=[O:23])[n:12]([CH3:22])[c:13]([C:17](=[O:18])[O:19][CH2:20][CH3:21])[c:14]3[CH2:15][CH2:16]2)[cH:27][cH:28]1.[Li+:30].[OH-:29].[OH2:34]>>[F:1][c:2]1[cH:3][cH:4][c:5]([CH2:6][N:7]2[C:8](=[O:26])[c:9]3[c:10]([O:24][CH3:25])[c:11](=[O:23])[n:12]([CH3:22])[c:13]([C:17](=[O:18])[OH:19])[c:14]3[CH2:15][CH2:16]2)[cH:27][cH:28]1.